The task is: describe an organic reaction: reactants, conditions, products, and yield. This data is from the Open Reaction Database (ORD), a public repository of structured organic reaction records. Reactants: ClC1=C(C(=NC=C1)N)I (4-chloro-3-iodopyridin-2-amine), glycol, C(CS(=O)(=O)[O-])S.[Na+] (MeSNa). The reagents and catalysts are [Cu]I (CuI). Solvent: CC(C)O (i-PrOH). Reaction conditions: temperature 100 celsius, time 24 hour. Product: ClC1=C(C(=NC=C1)N)SC (4-Chloro-3-(methylthio)pyridin-2-amine). RXN SMILES: [Cl:1][C:2]1[CH:7]=[CH:6][N:5]=[C:4]([NH2:8])[C:3]=1I.C(S)[CH2:11][S:12]([O-])(=O)=O.[Na+]>CC(O)C.[Cu]I>[Cl:1][C:2]1[CH:7]=[CH:6][N:5]=[C:4]([NH2:8])[C:3]=1[S:12][CH3:11] |f:1.2|. Reported procedure: To a solution 4-chloro-3-iodopyridin-2-amine (400 mg, 1.57 mmol), CuI (30 mg, 0.157 mmol) in i-PrOH (3 mL) and glycol (10 mg, 0.157 mmol) was added MeSNa (110 mg, 1.57 mmol). The resulting mixture was allowed to stir at 100° C. for 24 h. The reaction mixture was concentrated and the resulting residue was purified by column chromatography to afford the title compound as oil. LC/MS m/z=175.19 [M+H]+